This data is from the Open Reaction Database (ORD), a public repository of structured organic reaction records. The task is: describe an organic reaction: reactants, conditions, products, and yield The reactants are COC=1C=C(C=CC1OC)C1=CC=C(C=C1)C(C(C)C)(O)C=1N=CN(C1)C(C1=CC=CC=C1)(C1=CC=CC=C1)C1=CC=CC=C1 (1-(3′,4′-dimethoxy[1,1′-biphenyl]-4-yl)-2-methyl-1-(1-trityl-1H-imidazol-4-yl)-1-propanol), Cl.N1=CC=CC=C1 (pyridine hydrochloride). Product: COC=1C=C(C=CC1OC)C1=CC=C(C=C1)C(C(C)C)(O)C=1N=CNC1 (1-(3′,4′-dimethoxy[1,1′-biphenyl]-4-yl)-1-(1H-imidazol-4-yl)-2-methyl-1-propanol). The yield is 81.3%. As a reaction SMILES: [CH3:1][O:2][C:3]1[CH:4]=[C:5]([C:11]2[CH:16]=[CH:15][C:14]([C:17]([C:22]3[N:23]=[CH:24][N:25](C(C4C=CC=CC=4)(C4C=CC=CC=4)C4C=CC=CC=4)[CH:26]=3)([OH:21])[CH:18]([CH3:20])[CH3:19])=[CH:13][CH:12]=2)[CH:6]=[CH:7][C:8]=1[O:9][CH3:10].Cl.N1C=CC=CC=1>>[CH3:1][O:2][C:3]1[CH:4]=[C:5]([C:11]2[CH:12]=[CH:13][C:14]([C:17]([C:22]3[N:23]=[CH:24][NH:25][CH:26]=3)([OH:21])[CH:18]([CH3:20])[CH3:19])=[CH:15][CH:16]=2)[CH:6]=[CH:7][C:8]=1[O:9][CH3:10] |f:1.2|. Reported procedure: By the reaction in the same manner as in Example 4-(iii) using 1-(3′,4′-dimethoxy[1,1′-biphenyl]-4-yl)-2-methyl-1-(1-trityl-1H-imidazol-4-yl)-1-propanol (1.37 g) and pyridine hydrochloride (479 mg), the colorless amorphous title compound (660 mg) was obtained. Starting materials: [Li+].C[Si](C)(C)[N-][Si](C)(C)C (LiHMDS), O=C1CC[C@H](N1C(=O)OC(C)(C)C)C(=O)OCC ((S)-1-tert-butyl 2-ethyl 5-oxopyrrolidine-1,2-dicarboxylate), FC1=CC=C(CBr)C=C1 (4-fluorobenzyl bromide). Solvent: C1CCOC1 (THF), C1CCOC1 (THF). Conditions: time 50 minute. Yields the product FC1=CC=C(C[C@@H]2C[C@H](N(C2=O)C(=O)OC(C)(C)C)C(=O)OCC)C=C1 ((2S,4R)-1-tert-butyl 2-ethyl 4-(4-fluorobenzyl)-5-oxopyrrolidine-1,2-dicarboxylate). Yield: 39.3%. As a reaction SMILES: [Li+].C[Si]([N-][Si](C)(C)C)(C)C.[O:11]=[C:12]1[N:16]([C:17]([O:19][C:20]([CH3:23])([CH3:22])[CH3:21])=[O:18])[C@H:15]([C:24]([O:26][CH2:27][CH3:28])=[O:25])[CH2:14][CH2:13]1.[F:29][C:30]1[CH:37]=[CH:36][C:33]([CH2:34]Br)=[CH:32][CH:31]=1>C1COCC1>[F:29][C:30]1[CH:37]=[CH:36][C:33]([CH2:34][C@H:13]2[C:12](=[O:11])[N:16]([C:17]([O:19][C:20]([CH3:23])([CH3:22])[CH3:21])=[O:18])[C@H:15]([C:24]([O:26][CH2:27][CH3:28])=[O:25])[CH2:14]2)=[CH:32][CH:31]=1 |f:0.1|. Procedure details: Step (b) 1M LiHMDS (27.5 mL, 27.5 mmol) was added to a solution of (S)-1-tert-butyl 2-ethyl 5-oxopyrrolidine-1,2-dicarboxylate (6.4 g, 25 mmol) in THF (20 mL) at −78° C. The mixture was stirred for 50 minutes and then 4-fluorobenzyl bromide (3.25 mL, 26.5 mmol) in THF (2 mL) was added dropwise. The mixture was stirred for 1 hour and 40 minutes and quenched with excess saturated ammonium chloride. The mixture was warmed to ambient temperature and extracted with ethyl acetate. The extract was wash... Reactants: CC(=O)O[BH-](OC(C)=O)OC(C)=O, CN1CCN(c2ccc(-n3cc4c(n3)CCNCC4)cc2)C1=O, CC(C)=O, CC(=O)O, CO, ClCCl, [Na+]. Product: CC(C)N1CCc2cn(-c3ccc(N4CCN(C)C4=O)cc3)nc2CC1. RXN SMILES: [C:32]([O:33][BH-:34]([O:35][C:36](=[O:37])[CH3:38])[O:39][C:40](=[O:41])[CH3:42])(=[O:43])[CH3:44].[CH3:1][N:2]1[C:3](=[O:23])[N:4]([c:7]2[cH:8][cH:9][c:10](-[n:13]3[n:14][c:15]4[c:21]([cH:22]3)[CH2:20][CH2:19][NH:18][CH2:17][CH2:16]4)[cH:11][cH:12]2)[CH2:5][CH2:6]1.[CH3:24][C:25]([CH3:26])=[O:27].[CH3:28][C:29](=[O:30])[OH:31].[CH3:49][OH:50].[Cl:46][CH2:47][Cl:48].[Na+:45]>>[CH3:1][N:2]1[C:3](=[O:23])[N:4]([c:7]2[cH:8][cH:9][c:10](-[n:13]3[n:14][c:15]4[c:21]([cH:22]3)[CH2:20][CH2:19][N:18]([CH:25]([CH3:24])[CH3:26])[CH2:17][CH2:16]4)[cH:11][cH:12]2)[CH2:5][CH2:6]1. Starting materials: CN=C=O, [H-], CC(C)n1nc(Br)c2ccc(N)cc2c1=O, [Na+], C1CCOC1. Product: CNC(=O)Nc1ccc2c(Br)nn(C(C)C)c(=O)c2c1. RXN SMILES: [CH3:19][N:20]=[C:21]=[O:22].[H-:18].[NH2:1][c:2]1[cH:3][cH:4][c:5]2[c:6]([Br:16])[n:7][n:8]([CH:13]([CH3:14])[CH3:15])[c:9](=[O:12])[c:10]2[cH:11]1.[Na+:17].[O:23]1[CH2:24][CH2:25][CH2:26][CH2:27]1>>[NH:1]([c:2]1[cH:3][cH:4][c:5]2[c:6]([Br:16])[n:7][n:8]([CH:13]([CH3:14])[CH3:15])[c:9](=[O:12])[c:10]2[cH:11]1)[C:21]([NH:20][CH3:19])=[O:22]. Reactants: COC(=O)C1=NC=CN=C1NC(CC(C)=O)=O (3-(3-oxo-butyrylamino)-pyrazine-2-carboxylic acid methyl ester), C[O-].[Na+] (sodium methoxide). The solvent is CO (methanol), CO (methanol). Run at time 16 hour. Yields the product OC=1C(=C(C=2C(=NC=CN2)N1)O)C(C)=O (1-(6,8-dihydroxy-pyrido[2,3-b]pyrazin-7-yl)-ethanone). Isolated yield 77.8%. Reaction SMILES: CO[C:3]([C:5]1[C:10]([NH:11][C:12](=[O:17])[CH2:13][C:14](=[O:16])[CH3:15])=[N:9][CH:8]=[CH:7][N:6]=1)=[O:4].C[O-].[Na+]>CO>[OH:17][C:12]1[C:13]([C:14](=[O:16])[CH3:15])=[C:3]([OH:4])[C:5]2[C:10]([N:11]=1)=[N:9][CH:8]=[CH:7][N:6]=2 |f:1.2|. Procedure: 3-(3-Oxo-butyrylamino)-pyrazine-2-carboxylic acid methyl ester (Example 6.1) (15 g) in methanol (80 ml) was added to a suspension of sodium methoxide (7.2 g) in methanol (80 ml). The suspension was heated to reflux for 2 hours and then stored for 16 hours at ambient temperature. The mixture was filtered and the filtrate was acidified to pH 1 by addition of concentrated hydrochloric acid (36% by weight in water) and then filtered again. The solid was washed with water and then diethyl ether to gi... Reactants: Oc1ccc(-c2c3c(nc4ccccc24)CCCC3)cc1, CN1CCCC1=O, ClCCCN1CCCC1, [K+], [K+], O=C([O-])[O-]. Product: c1ccc2c(-c3ccc(OCCCN4CCCC4)cc3)c3c(nc2c1)CCCC3. As a reaction SMILES: [CH2:1]1[CH2:2][CH2:3][CH2:4][c:5]2[n:6][c:7]3[cH:8][cH:9][cH:10][cH:11][c:12]3[c:13](-[c:15]3[cH:16][cH:17][c:18]([OH:21])[cH:19][cH:20]3)[c:14]21.[CH3:37][N:38]1[CH2:39][CH2:40][CH2:41][C:42]1=[O:43].[Cl:22][CH2:23][CH2:24][CH2:25][N:26]1[CH2:27][CH2:28][CH2:29][CH2:30]1.[K+:31].[K+:32].[O-:33][C:34]([O-:35])=[O:36]>>[CH2:1]1[CH2:2][CH2:3][CH2:4][c:5]2[n:6][c:7]3[cH:8][cH:9][cH:10][cH:11][c:12]3[c:13](-[c:15]3[cH:16][cH:17][c:18]([O:21][CH2:23][CH2:24][CH2:25][N:26]4[CH2:27][CH2:28][CH2:29][CH2:30]4)[cH:19][cH:20]3)[c:14]21.